From a dataset of the Open Reaction Database (ORD), a public repository of structured organic reaction records. describe an organic reaction: reactants, conditions, products, and yield Starting materials: CC(C)OC(C)C, CC(C)O, C1COCCO1, NS(=O)(=O)Oc1ccccc1, OCCOc1cccnc1. The product is NS(=O)(=O)OCCOc1cccnc1. As a reaction SMILES: [CH:28]([O:29][CH:30]([CH3:31])[CH3:32])([CH3:33])[CH3:34].[CH:35]([OH:36])([CH3:37])[CH3:38].[O:22]1[CH2:23][CH2:24][O:25][CH2:26][CH2:27]1.[c:11]1([O:17][S:18](=[O:12])([NH2:19])=[O:20])[cH:13][cH:14][cH:15][cH:16][cH:21]1.[n:1]1[cH:2][c:3]([O:7][CH2:8][CH2:9][OH:10])[cH:4][cH:5][cH:6]1>>[n:1]1[cH:2][c:3]([O:7][CH2:8][CH2:9][O:10][S:18](=[O:17])([NH2:19])=[O:20])[cH:4][cH:5][cH:6]1. Reactants: CC1C(c2c(F)ccc(F)c2F)CC(N(C(=O)[O-])C(C)(C)C)C(=O)N1CC(F)(F)F, CCOC(C)=O, Cl. Yields the product Cl, CC1C(c2c(F)ccc(F)c2F)CC(N)C(=O)N1CC(F)(F)F. As a reaction SMILES: [C:1]([N:5]([C:2](=[O:3])[O-:4])[CH:9]1[C:10](=[O:30])[N:11]([CH2:25][C:26]([F:27])([F:28])[F:29])[CH:12]([CH3:24])[CH:13]([c:15]2[c:16]([F:23])[c:17]([F:22])[cH:18][cH:19][c:20]2[F:21])[CH2:14]1)([CH3:6])([CH3:7])[CH3:8].[CH3:32][CH2:33][O:34][C:35]([CH3:36])=[O:37].[ClH:31]>>[ClH:31].[NH2:5][CH:9]1[C:10](=[O:30])[N:11]([CH2:25][C:26]([F:27])([F:28])[F:29])[CH:12]([CH3:24])[CH:13]([c:15]2[c:16]([F:23])[c:17]([F:22])[cH:18][cH:19][c:20]2[F:21])[CH2:14]1. Reactants: C(C)(=O)OC(C)=O (acetic anhydride), C(C=C)Br (allyl bromide), C1=CC=CC=C1 (benzene), C1=CC=CC=C1 (benzene), C12CC3NCC(CC(C1)C3)C2 (4-azatricyclo[4.3.1.13,8 ]undecane), ice water. The solvent is C(C)(=O)O (acetic acid). The product is C(C=C)N1C2CC3CC(CC(C1)C3)C2 (4-allyl- 4-azatricyclo[4.3.1.13,8 ]undecane). RXN SMILES: [CH2:1](Br)[CH:2]=[CH2:3].C1C=CC=CC=1.[CH:11]12[CH2:21][CH:16]3[CH2:17][CH:18]([CH2:20][CH:13]([NH:14][CH2:15]3)[CH2:12]1)[CH2:19]2.C(OC(=O)C)(=O)C>C(O)(=O)C>[CH2:1]([N:14]1[CH2:15][CH:16]2[CH2:21][CH:11]3[CH2:19][CH:18]([CH2:20][CH:13]1[CH2:12]3)[CH2:17]2)[CH:2]=[CH2:3]. Procedure details: To a well stirred solution of 1.2 gm. (0.01 mole) of allyl bromide in 50 ml. of benzene, a solution of 1.5 gm. (0.01 mole) of 4-azatricyclo[4.3.1.13,8 ]undecane in 50 ml. of benzene is added dropwise. The mixture is refluxed 1 hr., cooled, and 1 gm. of acetic anhydride is added. The mixture is refluxed an additional 2 hrs., cooled, poured into ice water and acidified with acetic acid. The layers are separated and the aqueous layer is extracted with ether. The acidic aqueous layer is made basic w...